From a dataset of the Open Reaction Database (ORD), a public repository of structured organic reaction records. describe an organic reaction: reactants, conditions, products, and yield Reactants: epoxy resin, 100, epoxy, C(C)(=O)OC(COC)C (propylene glycol monomethyl ether acetate), C(Cl)C1CO1 (epichlorohydrin), epoxy, [OH-].[Na+] (sodium hydroxide), metal hydroxide, C1(C2C(C(=O)O1)CCC=C2)=O (tetrahydrophthalic acid anhydride), carboxyl, epoxy resin, C(Cl)C1CO1 (epichlorohydrin), epoxy resin, epoxy resin, C(C=C)(=O)O (acrylic acid), C1(=CC=CC=C1)P(C1=CC=CC=C1)C1=CC=CC=C1 (triphenylphosphine), CC1=C(O)C=CC(=C1)O (methyl hydroquinone), C1(=CC=CC=C1)P(C1=CC=CC=C1)C1=CC=CC=C1 (triphenylphosphine). Reagents/catalysts: [Br-].C[N+](C)(C)C (tetramethylammonium bromide). Run in C1(=CC=CC=C1)C (toluene), C1(=CC=CC=C1)C (toluene). The product is OC1=CC=C(C=C1)C(C)(C)C1=CC=C(C=C1)O (bisphenol A), epoxy resin. Reaction SMILES: C1(P(C2C=CC=CC=2)C2C=CC=CC=2)C=CC=CC=1.[CH2:20]([CH:22]1[O:24][CH2:23]1)Cl.[OH-].[Na+].C(OC(C)COC)(=O)C.C[C:37]1[CH:43]=[C:42](O)[CH:41]=[CH:40][C:38]=1[OH:39].C(O)(=O)C=C.[C:50]1(=O)O[C:53](=O)[CH:52]2[CH2:56]CC=[CH:59][CH:51]12>[Br-].C[N+](C)(C)C.C1(C)C=CC=CC=1>[OH:39][C:38]1[CH:37]=[CH:43][C:42]([C:52]([C:51]2[CH:59]=[CH:23][C:22]([OH:24])=[CH:20][CH:50]=2)([CH3:56])[CH3:53])=[CH:41][CH:40]=1 |f:2.3,8.9|. Reported procedure: 1,5-dihydroxynaphthalene (phenolic hydroxyl group equivalent weight: 80 g/eq.) (224 parts) and bisphenol A-type epoxy resin (EPICOAT 828, manufactured by Japan Epoxy Resin Co., Ltd., epoxy-equivalent weight: 189 g/eq.) (1075 parts) were pre-reacted in a reaction container having a gas-injection tube, stirrer, cooling tube, thermometer, and funnel for continuously dropping an alkaline metal hydroxide solution. The mixture was stirred at 110 degrees Celsius under nitrogen atmosphere to dissolve it... Starting materials: C1(CCCC1)N (cyclopentylamine), COC1=C2CCC(C(C2=CC=C1)CC(=O)OCC)=O (ethyl 1,2,3,4-tetrahydro-5-methoxy-2-oxo-1-naphthylacetate), O (water). Run in C1(=CC=CC=C1)C (toluene). Conditions: time 10 hour. The product is C1(CCCC1)N1C(C[C@@H]2C3=C(CC[C@H]12)C(=CC=C3)OC)=O (rac-cis-3-cyclopentyl-1,3,3a,4,5,9b-hexahydro-6-methoxy-2H-benzo[e]indol-2-one). Isolated yield 46.0%. As a reaction SMILES: [CH3:1][O:2][C:3]1[CH:12]=[CH:11][CH:10]=[C:9]2[C:4]=1[CH2:5][CH2:6][C:7](=O)[CH:8]2[CH2:13][C:14]([O:16]CC)=O.[CH:20]1([NH2:25])[CH2:24][CH2:23][CH2:22][CH2:21]1.O>C1(C)C=CC=CC=1>[CH:20]1([N:25]2[C@@H:7]3[C@@H:8]([C:9]4[CH:10]=[CH:11][CH:12]=[C:3]([O:2][CH3:1])[C:4]=4[CH2:5][CH2:6]3)[CH2:13][C:14]2=[O:16])[CH2:24][CH2:23][CH2:22][CH2:21]1. Procedure: 4.0 g (0.01525 mol) of ethyl 1,2,3,4-tetrahydro-5-methoxy-2-oxo-1-naphthylacetate were dissolved in 80 ml of toluene, 3.0 ml (0.0305 mol) of cyclopentylamine were added thereto and the mixture was boiled for 40 hours on a water separator. After concentration the residue was hydrogenated with 1.2 g of Raney-nickel in 500 ml of ethanol at 120° and 140 bar for 10 hours. The product was chromatographed over silica gel with cyclohexane/ether 1:1. There were obtained 2.0 g (46%) of rac-cis-3-cyclopent...